describe an organic reaction: reactants, conditions, products, and yield From a dataset of the Open Reaction Database (ORD), a public repository of structured organic reaction records. Starting materials: C, CCCCCCCCCCOc1ccc2c(c1)CCC(C(=O)Oc1ccc(-c3ccc(C(=O)OCc4ccccc4)c(F)c3)cc1)C2, C1CCOC1, [H][H], [Pd]. Yields the product CCCCCCCCCCOc1ccc2c(c1)CCC(C(=O)Oc1ccc(-c3ccc(C(=O)O)c(F)c3)cc1)C2. Reaction SMILES: [C:50].[CH2:1]([c:2]1[cH:3][cH:4][cH:5][cH:6][cH:7]1)[O:8][C:9](=[O:10])[c:11]1[c:12]([F:47])[cH:13][c:14](-[c:17]2[cH:18][cH:19][c:20]([O:23][C:24](=[O:25])[CH:26]3[CH2:27][c:28]4[cH:29][cH:30][c:31]([O:36][CH2:37][CH2:38][CH2:39][CH2:40][CH2:41][CH2:42][CH2:43][CH2:44][CH2:45][CH3:46])[cH:32][c:33]4[CH2:34][CH2:35]3)[cH:21][cH:22]2)[cH:15][cH:16]1.[CH2:52]1[O:53][CH2:54][CH2:55][CH2:56]1.[H:48][H:49].[Pd:51]>>[O:8]=[C:9]([OH:10])[c:11]1[c:12]([F:47])[cH:13][c:14](-[c:17]2[cH:18][cH:19][c:20]([O:23][C:24](=[O:25])[CH:26]3[CH2:27][c:28]4[cH:29][cH:30][c:31]([O:36][CH2:37][CH2:38][CH2:39][CH2:40][CH2:41][CH2:42][CH2:43][CH2:44][CH2:45][CH3:46])[cH:32][c:33]4[CH2:34][CH2:35]3)[cH:21][cH:22]2)[cH:15][cH:16]1.